From a dataset of the Open Reaction Database (ORD), a public repository of structured organic reaction records. describe an organic reaction: reactants, conditions, products, and yield Reactants: Cc1cc2c(cc1C)C(=O)C(Nc1ccccc1)=CC2=O, O, O=S(=O)(O)O. Product: Cc1cc2c(cc1C)C(=O)C(O)=CC2=O. RXN SMILES: [NH:1]([c:2]1[cH:3][cH:4][cH:5][cH:6][cH:7]1)[C:8]1=[CH:17][C:16](=[O:18])[c:15]2[c:10]([cH:11][c:12]([CH3:20])[c:13]([CH3:19])[cH:14]2)[C:9]1=[O:21].[OH2:27].[S:22]([OH:23])(=[O:24])(=[O:25])[OH:26]>>[C:8]1([OH:23])=[CH:17][C:16](=[O:18])[c:15]2[c:10]([cH:11][c:12]([CH3:20])[c:13]([CH3:19])[cH:14]2)[C:9]1=[O:21]. The reactants are [I-].[Na+] (sodium iodide), ClC=1C=CC(=C(C(=O)C2=CC=CC=C2)C1)N=C(CBr)OCC (5-chloro-2-(2-bromo-1-ethoxyethylideneamino)benzophenone). The solvent is CC(=O)C (acetone), CC(=O)C (acetone). Reaction conditions: time 1 hour. Yields the product ClC=1C=CC(=C(C(=O)C2=CC=CC=C2)C1)N=C(CI)OCC (5-chloro-2-(1-ethoxy-2-iodoethylideneamino)benzophenone). RXN SMILES: [Cl:1][C:2]1[CH:3]=[CH:4][C:5]([N:16]=[C:17]([O:20][CH2:21][CH3:22])[CH2:18]Br)=[C:6]([CH:15]=1)[C:7]([C:9]1[CH:14]=[CH:13][CH:12]=[CH:11][CH:10]=1)=[O:8].[I-:23].[Na+]>CC(C)=O>[Cl:1][C:2]1[CH:3]=[CH:4][C:5]([N:16]=[C:17]([O:20][CH2:21][CH3:22])[CH2:18][I:23])=[C:6]([CH:15]=1)[C:7]([C:9]1[CH:14]=[CH:13][CH:12]=[CH:11][CH:10]=1)=[O:8] |f:1.2|. Reported procedure: To a solution of 3.8 parts of 5-chloro-2-(2-bromo-1-ethoxyethylideneamino)benzophenone in 30 parts by volume of acetone is added with stirring a solution of 1.5 parts of sodium iodide in 12 parts by volume of acetone. After about one hour, the resulting precipitate is removed by filtration. The filtrate is concentrated under reduced pressure. The concentrate is treated with petroleum ether to give 5-chloro-2-(1-ethoxy-2-iodoethylideneamino)benzophenone as crystals. The crystals are recrystallize... The reactants are O (water), N(=[N+]=[N-])CC1=C(C=CC=C1)N1N=C2C(=CN(C=3C=CC=CC23)CC2=CC=C(C=C2)N2N=CC=C2)C1=O (2-[2-(azidomethyl)phenyl]-5-{[4-(1H-pyrazol-1-yl)phenyl]methyl}-2,5-dihydro-3H-pyrazolo[4,3-c]quinolin-3-one), [OH-].[Na+] (sodium hydroxide), CP(C)C (Trimethylphosphine). The solvent is O1CCCC1 (tetrahydrofuran). Reaction conditions: temperature 0 celsius, time 2 hour. The product is NCC1=C(C=CC=C1)N1N=C2C(=CN(C=3C=CC=CC23)CC2=CC=C(C=C2)N2N=CC=C2)C1=O (2-[2-(Aminomethyl)phenyl]-5-{[4-(1H-pyrazol-1-yl)phenyl]methyl}-2,5-dihydro-3H-pyrazolo[4,3-c]quinolin-3-one). RXN SMILES: [N:1]([CH2:4][C:5]1[CH:10]=[CH:9][CH:8]=[CH:7][C:6]=1[N:11]1[C:35](=[O:36])[C:14]2=[CH:15][N:16]([CH2:23][C:24]3[CH:29]=[CH:28][C:27]([N:30]4[CH:34]=[CH:33][CH:32]=[N:31]4)=[CH:26][CH:25]=3)[C:17]3[CH:18]=[CH:19][CH:20]=[CH:21][C:22]=3[C:13]2=[N:12]1)=[N+]=[N-].CP(C)C.[OH-].[Na+].O>O1CCCC1>[NH2:1][CH2:4][C:5]1[CH:10]=[CH:9][CH:8]=[CH:7][C:6]=1[N:11]1[C:35](=[O:36])[C:14]2=[CH:15][N:16]([CH2:23][C:24]3[CH:29]=[CH:28][C:27]([N:30]4[CH:34]=[CH:33][CH:32]=[N:31]4)=[CH:26][CH:25]=3)[C:17]3[CH:18]=[CH:19][CH:20]=[CH:21][C:22]=3[C:13]2=[N:12]1 |f:2.3|. Reported procedure: 2-[2-(Azidomethyl)phenyl]-5-{[4-(1H-pyrazol-1-yl)phenyl]methyl}-2,5-dihydro-3H-pyrazolo[4,3-c]quinolin-3-one (Example 661, 92 mg, 0.19 mmol) was dissolved in tetrahydrofuran (6 mL) and cooled to 0° C. Trimethylphosphine (0.97 mL, 1 M tetrahydrofuran solution, 0.97 mmol, 5 equiv) was added, the ice bath removed and the mixture was warmed to ambient temperature and stirred for 2 hours. The mixture was treated with sodium hydroxide (1.9 mL, 1 M aqueous, 10 equiv) and stirred for an additional 1 hou...